The task is: describe an organic reaction: reactants, conditions, products, and yield. This data is from the Open Reaction Database (ORD), a public repository of structured organic reaction records. The product is N1N=CC2=CC=C(C=C12)NC(=CC(=O)OCC)C (ethyl 3-(indazol-6-ylamino)but-2-enoate). Procedure details: To a suspension of 6-aminoindazole (40.0 g, 0.30 mol) in absolute ethanol (500 ml) was added ethyl acetoacetate (70.37 g, 54 mol), calcium sulfate (CaSO4) (20 g) and acetic acid (2 ml). The reaction mixture was heated to reflux and after 24 hours more calcium sulfate (10 g) and ethyl acetoacetate (19 ml) was added and the reflux continued for another 24 hour period. It was necessary to add more CaSO4 (5 g) and ethyl acetoacetate (10 ml) and to reflux the reaction mixture for an additional 24 hou... Run at time 24 hour. Solvent: C(C)O (ethanol). Starting materials: S(=O)(=O)([O-])[O-].[Ca+2] (calcium sulfate), C(CC(=O)C)(=O)OCC (ethyl acetoacetate), C(CC(=O)C)(=O)OCC (ethyl acetoacetate), S(=O)(=O)([O-])[O-].[Ca+2] (calcium sulfate), C(C)(=O)O (acetic acid), S(=O)(=O)([O-])[O-].[Ca+2] (calcium sulfate), C(CC(=O)C)(=O)OCC (ethyl acetoacetate), NC1=CC=C2C=NNC2=C1 (6-aminoindazole), NC1=CC=C2C=NNC2=C1 (6-aminoindazole). RXN SMILES: [NH2:1][C:2]1[CH:10]=[C:9]2[C:5]([CH:6]=[N:7][NH:8]2)=[CH:4][CH:3]=1.[C:11]([O:17][CH2:18][CH3:19])(=[O:16])[CH2:12][C:13]([CH3:15])=O.S([O-])([O-])(=O)=O.[Ca+2].C(O)(=O)C>C(O)C>[NH:8]1[C:9]2[C:5](=[CH:4][CH:3]=[C:2]([NH:1][C:13]([CH3:15])=[CH:12][C:11]([O:17][CH2:18][CH3:19])=[O:16])[CH:10]=2)[CH:6]=[N:7]1 |f:2.3|. Isolated yield 84.5%.